From a dataset of the Open Reaction Database (ORD), a public repository of structured organic reaction records. describe an organic reaction: reactants, conditions, products, and yield Reactants: N#Cc1ccc(C2CC(O)(c3ccc(Br)cc3)c3cncn32)c(F)c1, O=C([O-])[O-], COc1ccc(B(O)O)cc1, COCCOC, [Na+], [Na+], O. The product is COc1ccc(-c2ccc(C3(O)CC(c4ccc(C#N)cc4F)n4cncc43)cc2)cc1. As a reaction SMILES: [Br:1][c:2]1[cH:3][cH:4][c:5]([C:8]2([OH:25])[CH2:9][CH:10]([c:16]3[c:17]([F:24])[cH:18][c:19]([C:20]#[N:21])[cH:22][cH:23]3)[n:11]3[cH:12][n:13][cH:14][c:15]32)[cH:6][cH:7]1.[C:26](=[O:27])([O-:28])[O-:29].[CH3:32][O:33][c:34]1[cH:35][cH:36][c:37]([B:40]([OH:41])[OH:42])[cH:38][cH:39]1.[CH3:43][O:44][CH2:45][CH2:46][O:47][CH3:48].[Na+:30].[Na+:31].[OH2:49]>>[c:2]1(-[c:37]2[cH:36][cH:35][c:34]([O:33][CH3:32])[cH:39][cH:38]2)[cH:3][cH:4][c:5]([C:8]2([OH:25])[CH2:9][CH:10]([c:16]3[c:17]([F:24])[cH:18][c:19]([C:20]#[N:21])[cH:22][cH:23]3)[n:11]3[cH:12][n:13][cH:14][c:15]32)[cH:6][cH:7]1. The reactants are Cc1cc(NC(=O)CC(=O)c2cccc(-c3ccncc3)c2)c(NC(=O)OC(C)(C)C)cc1Cl, ClCCl, O=C(O)C(F)(F)F. Yields the product Cc1cc2c(cc1Cl)N=C(c1cccc(-c3ccncc3)c1)CC(=O)N2. Reaction SMILES: [C:1]([O:2][C:3](=[O:4])[NH:7][c:8]1[c:9]([NH:16][C:17]([CH2:18][C:19](=[O:5])[c:20]2[cH:21][c:22](-[c:26]3[cH:27][cH:28][n:29][cH:30][cH:31]3)[cH:23][cH:24][cH:25]2)=[O:33])[cH:10][c:11]([CH3:15])[c:12]([Cl:14])[cH:13]1)([CH3:6])([CH3:32])[CH3:34].[Cl:42][CH2:43][Cl:44].[F:35][C:36]([F:37])([F:38])[C:39]([OH:40])=[O:41]>>[N:7]1=[C:19]([c:20]2[cH:21][c:22](-[c:26]3[cH:27][cH:28][n:29][cH:30][cH:31]3)[cH:23][cH:24][cH:25]2)[CH2:18][C:17](=[O:33])[NH:16][c:9]2[c:8]1[cH:13][c:12]([Cl:14])[c:11]([CH3:15])[cH:10]2. Starting materials: C(C)(=O)[O-].[NH4+] (ammonium acetate), COC(=O)C=1N(C(=CC1)Br)CC(=O)C1=CC=C(C=C1)OC (5-bromo-1-[2-(4-methoxy-phenyl)-2-oxo-ethyl]-1H-pyrrole-2-carboxylic acid methyl ester), C(C)(=O)[O-].[NH4+] (ammonium acetate), C(C)(=O)[O-].[NH4+] (ammonium acetate), O (water). Solvent: O1CCOCC1 (1,4-dioxane), C(C)(=O)O (acetic acid). Run at temperature 130 celsius, time 8 hour. Product: BrC1=CC=C2N1C=C(NC2=O)C2=CC=C(C=C2)OC (6-bromo-3-(4-methoxy-phenyl)-2H-pyrrolo[1,2-a]pyrazin-1-one). Yield: 56.8%. Reaction SMILES: C[O:2][C:3]([C:5]1[N:6]([CH2:11][C:12]([C:14]2[CH:19]=[CH:18][C:17]([O:20][CH3:21])=[CH:16][CH:15]=2)=O)[C:7]([Br:10])=[CH:8][CH:9]=1)=O.C([O-])(=O)C.[NH4+:26].O>C(O)(=O)C.O1CCOCC1>[Br:10][C:7]1[N:6]2[CH:11]=[C:12]([C:14]3[CH:19]=[CH:18][C:17]([O:20][CH3:21])=[CH:16][CH:15]=3)[NH:26][C:3](=[O:2])[C:5]2=[CH:9][CH:8]=1 |f:1.2|. Procedure: A mixture of 5-bromo-1-[2-(4-methoxy-phenyl)-2-oxo-ethyl]-1H-pyrrole-2-carboxylic acid methyl ester (0.15 g, 0.43 mmol) and ammonium acetate (170 mg, 2.21 mmol) in glacial acetic acid (2 mL) was heated at 130° C. overnight. The reaction was stopped, and the recovered starting material was suspended in 1,4-dioxane (2 mL), treated with ammonium acetate (170 mg, 2.21 mmol) and then was heated in a sealed tube at 120° C. for 5 h. At this time, the reaction was treated with additional ammonium acetat... Reactants: Cl (HCl), ClC=1C=C(C=CC1)C(CNC(CC1=CC2=C(OC(O2)(C(=O)O)C(=O)O)C=C1)C)O (5-{2-[2-(3-chloro-phenyl)-2-hydroxy-ethylamino]-propyl}-benzo-[1,3]dioxole-2,2-dicarboxylic acid), C1(CCCCC1)C(CO)(C)C (2-cyclohexyl-2-methylpropanol), [K+].[Br-] (KBr). Product: C1(CCCCC1)C(COC(=O)C1(OC2=C(O1)C=CC(=C2)C[C@@H](C)NC[C@H](O)C2=CC(=CC=C2)Cl)C(=O)OCC(C)(C)C2CCCCC2)(C)C (5-{(2R)-2-[(2R)-2-(3-Chloro-phenyl)-2-hydroxy-ethylamino]-propyl}-benzo[1,3]dioxole-2,2-dicarboxylic aicd bis-(2-cyclohexyl-2-methyl-propyl) ester). RXN SMILES: [Cl:1][C:2]1[CH:3]=[C:4]([CH:8]([OH:29])[CH2:9][NH:10][CH:11]([CH3:28])[CH2:12][C:13]2[CH:27]=[CH:26][C:16]3[O:17][C:18]([C:23]([OH:25])=[O:24])([C:20]([OH:22])=[O:21])[O:19][C:15]=3[CH:14]=2)[CH:5]=[CH:6][CH:7]=1.[CH:30]1([C:36]([CH3:40])([CH3:39])[CH2:37]O)[CH2:35][CH2:34][CH2:33][CH2:32][CH2:31]1.[K+].[Br-].Cl>>[CH:30]1([C:36]([CH3:40])([CH3:39])[CH2:37][O:24][C:23]([C:18]2([C:20]([O:22][CH2:37][C:36]([CH:30]3[CH2:35][CH2:34][CH2:33][CH2:32][CH2:31]3)([CH3:40])[CH3:39])=[O:21])[O:17][C:16]3[CH:26]=[CH:27][C:13]([CH2:12][C@H:11]([NH:10][CH2:9][C@@H:8]([C:4]4[CH:5]=[CH:6][CH:7]=[C:2]([Cl:1])[CH:3]=4)[OH:29])[CH3:28])=[CH:14][C:15]=3[O:19]2)=[O:25])[CH2:35][CH2:34][CH2:33][CH2:32][CH2:31]1 |f:2.3|. Procedure: The title compound was prepared from 5-{2-[2-(3-chloro-phenyl)-2-hydroxy-ethylamino]-propyl}-benzo-[1,3]dioxole-2,2-dicarboxylic acid and 2-cyclohexyl-2-methylpropanol according to the procedure of Example 1 as an off-white solid; 1H NMR (DMSO-d6,400 MHz) δ 1.1 (s, 6H, CH3, CH3), 1.45 (s, 6H, CH3, CH3), 1.5 (s, 6H, CH3, CH3), 2.6 (m, 1H, CH), 3-3.3 (m, 3H, CH, CH2), 3.4 (brs, 1H, CH), 4.04 (s, 4H, OCH2, OCH2), 5.05 (m, 1H, CH), 6.35 (d, J=4.17 Hz, 1H, OH), 6.85 (dd, J=7.9, 1.32 Hz, 1H, Ar--H), 7...